The task is: describe an organic reaction: reactants, conditions, products, and yield. This data is from the Open Reaction Database (ORD), a public repository of structured organic reaction records. The reactants are ClC1=C(C=CC(=C1)[N+](=O)[O-])OCC(OCC)OCC (2-chloro-1-(2,2-diethoxy-ethoxy)-4-nitrobenzene). Reagents/catalysts: [Pd] (Pd/C). Run in CCOC(=O)C (EtOAc). Reaction conditions: time 2 hour. The product is ClC=1C=C(C=CC1OCC(OCC)OCC)N (3-chloro-4-(2,2-diethoxy-ethoxy)-phenylamine). Reaction SMILES: [Cl:1][C:2]1[CH:7]=[C:6]([N+:8]([O-])=O)[CH:5]=[CH:4][C:3]=1[O:11][CH2:12][CH:13]([O:17][CH2:18][CH3:19])[O:14][CH2:15][CH3:16]>CCOC(C)=O.[Pd]>[Cl:1][C:2]1[CH:7]=[C:6]([NH2:8])[CH:5]=[CH:4][C:3]=1[O:11][CH2:12][CH:13]([O:17][CH2:18][CH3:19])[O:14][CH2:15][CH3:16]. Reported procedure: 30 g (0.104 mol) of 2-chloro-1-(2,2-diethoxy-ethoxy)-4-nitrobenzene was added to a suspension of 1.50 g Pd/C (10%) in 500 mL EtOAc and the mixture was hydrogenated for 2 hours at 20 psi. The catalyst was filtered off and the filtrate evaporated down i. vac. Reactants: FC=1C=CC2=C(C1)[C@]1(N(C(NC1=O)=O)C(N[C@H](C)C1=CC=CC=C1)=O)CCO2 ((4R)-6-fluoro-2,3dihydro-3'-[(R)-1-phenylethylcarbamoyl]spiro[4H-1-benzopyran-4,4'-imidazolidine]-2',5'-dione), ( R ), (R)-diastereomer product, C[O-].[Na+] (sodium methoxide), solid. Yields the product FC=1C=CC2=C(C1)[C@]1(NC(NC1=O)=O)CCO2 ((4R)-(-)-6-fluoro-2,3-dihydro-spiro-[4H-1-benzopyran-4,4'-imidazolidine]2',5'-dione). The yield is 36.0%. RXN SMILES: [F:1][C:2]1[CH:3]=[CH:4][C:5]2[O:28][CH2:27][CH2:26][C@:8]3([C:12](=[O:13])[NH:11][C:10](=[O:14])[N:9]3C(=O)N[C@@H](C3C=CC=CC=3)C)[C:6]=2[CH:7]=1.C[O-].[Na+]>>[F:1][C:2]1[CH:3]=[CH:4][C:5]2[O:28][CH2:27][CH2:26][C@:8]3([C:12](=[O:13])[NH:11][C:10](=[O:14])[NH:9]3)[C:6]=2[CH:7]=1 |f:1.2|. Procedure: In like manner, when pure (4R)-6-fluoro-2,3dihydro-3'-[(R)-1-phenylethylcarbamoyl]spiro[4H-1-benzopyran-4,4'-imidazolidine]-2',5'-dione [the (R) (R)-diastereomer product of Example 1] and sodium methoxide were reacted together in accordance with this same procedure (using the same molar proportions as before), there was eventually obtained (after work-up) a 36% yield of pure (4R)-(-)-6-fluoro-2,3-dihydro-spiro-[4H-1-benzopyran-4,4'-imidazolidine]2',5'-dione in the form of a white crystalline sol... Starting materials: [N+](=O)([O-])C=1C=C2C(=CC(=NC2=CC1)NN)C1=CC=CC=C1 (6-nitro-4-phenyl-2-hydrazinoquinoline), C(C)(OCC)(OCC)OCC (triethyl orthoacetate). Run in C=1(C(=CC=CC1)C)C (xylene). The product is [N+](=O)([O-])C=1C=C2C(=CC=3N(C2=CC1)C(=NN3)C)C3=CC=CC=C3 (7-nitro-1-methyl-5-phenyl-s-triazolo[4,3-a]quinoline). RXN SMILES: [N+:1]([C:4]1[CH:5]=[C:6]2[C:11](=[CH:12][CH:13]=1)[N:10]=[C:9]([NH:14][NH2:15])[CH:8]=[C:7]2[C:16]1[CH:21]=[CH:20][CH:19]=[CH:18][CH:17]=1)([O-:3])=[O:2].[C:22](OCC)(OCC)(OCC)[CH3:23]>C1(C)C(C)=CC=CC=1>[N+:1]([C:4]1[CH:5]=[C:6]2[C:11](=[CH:12][CH:13]=1)[N:10]1[C:22]([CH3:23])=[N:15][N:14]=[C:9]1[CH:8]=[C:7]2[C:16]1[CH:21]=[CH:20][CH:19]=[CH:18][CH:17]=1)([O-:3])=[O:2]. Reported procedure: In the manner given in Example 2, 6-nitro-4-phenyl-2-hydrazinoquinoline and triethyl orthoacetate are refluxed in xylene to give 7-nitro-1-methyl-5-phenyl-s-triazolo[4,3-a]quinoline. Starting materials: COc1ccc(-c2ncc(C(=O)NN3CC(C)=NNC3=O)cn2)cc1, C[S-], [Na+], CN(C)C=O. Product: CC1=NNC(=O)N(NC(=O)c2cnc(-c3ccc(O)cc3)nc2)C1. As a reaction SMILES: [CH3:1][C:2]1=[N:7][NH:6][C:5](=[O:8])[N:4]([NH:9][C:10](=[O:11])[c:12]2[cH:13][n:14][c:15](-[c:18]3[cH:19][cH:20][c:21]([O:24][CH3:25])[cH:22][cH:23]3)[n:16][cH:17]2)[CH2:3]1.[CH3:26][S-:27].[Na+:28].[O:29]=[CH:30][N:31]([CH3:32])[CH3:33]>>[CH3:1][C:2]1=[N:7][NH:6][C:5](=[O:8])[N:4]([NH:9][C:10](=[O:11])[c:12]2[cH:13][n:14][c:15](-[c:18]3[cH:19][cH:20][c:21]([OH:24])[cH:22][cH:23]3)[n:16][cH:17]2)[CH2:3]1. Reactants: nitro, C1=CC=C(C(=C1)/C=C/[N+](=O)[O-])Cl (2-chloro-omega-nitrostyrene), C1=CC=CC1 (cyclopentadiene). Yields the product ClC1=C(C=CC=C1)C1C(C2C=CC1C2)N (3-(2-Chlorophenyl)bicyclo[2.2.1]hept-5-en-2-ylamine). Reaction SMILES: [CH:1]1[CH:6]=[C:5](/[CH:7]=[CH:8]/[N+:9]([O-])=O)[C:4]([Cl:12])=[CH:3][CH:2]=1.[CH:13]1[CH2:17][CH:16]=[CH:15][CH:14]=1>>[Cl:12][C:4]1[CH:3]=[CH:2][CH:1]=[CH:6][C:5]=1[CH:7]1[CH:15]2[CH2:16][CH:17]([CH:13]=[CH:14]2)[CH:8]1[NH2:9]. Reported procedure: This material (LC-MS m/z 220 (MH+)) was prepared via the nitro derivative according to the procedure described in Preparation 92 but starting instead with 2-chloro-omega-nitrostyrene and cyclopentadiene. Reactants: CC1(C)C2CCC1(CS(=O)(=O)O)C(=O)C2, CC(C)O, C#CCNC(=O)c1cccc(F)c1Nc1nc(Cl)ncc1Cl, Nc1ccc2c(c1)OCCCN2C(=O)CN1CCCC1. Yields the product C#CCNC(=O)c1cccc(F)c1Nc1nc(Nc2ccc3c(c2)OCCCN3C(=O)CN2CCCC2)ncc1Cl. As a reaction SMILES: [C:43]12([CH2:44][S:45]([OH:46])(=[O:47])=[O:48])[C:49]([CH3:50])([CH3:51])[CH:52]([CH2:53][CH2:54]1)[CH2:55][C:56]2=[O:57].[CH:58]([OH:59])([CH3:60])[CH3:61].[Cl:21][c:22]1[n:23][cH:24][c:25]([Cl:42])[c:26]([NH:28][c:29]2[c:30]([C:31](=[O:32])[NH:33][CH2:34][C:35]#[CH:36])[cH:37][cH:38][cH:39][c:40]2[F:41])[n:27]1.[NH2:1][c:2]1[cH:3][c:4]2[c:5]([cH:19][cH:20]1)[N:6]([C:11]([CH2:12][N:13]1[CH2:14][CH2:15][CH2:16][CH2:17]1)=[O:18])[CH2:7][CH2:8][CH2:9][O:10]2>>[NH:1]([c:2]1[cH:3][c:4]2[c:5]([cH:19][cH:20]1)[N:6]([C:11]([CH2:12][N:13]1[CH2:14][CH2:15][CH2:16][CH2:17]1)=[O:18])[CH2:7][CH2:8][CH2:9][O:10]2)[c:22]1[n:23][cH:24][c:25]([Cl:42])[c:26]([NH:28][c:29]2[c:30]([C:31](=[O:32])[NH:33][CH2:34][C:35]#[CH:36])[cH:37][cH:38][cH:39][c:40]2[F:41])[n:27]1. The reactants are CS(=O)(=O)OCCOc1ccc2ccccc2c1, CN(C)C=O, N#Cc1c(F)cc(O)cc1F, [H-], [Na+]. The product is N#Cc1c(F)cc(OCCOc2ccc3ccccc3c2)cc1F. RXN SMILES: [CH3:14][S:15]([O:16][CH2:19][CH2:20][O:21][c:22]1[cH:23][c:24]2[cH:25][cH:26][cH:27][cH:28][c:29]2[cH:30][cH:31]1)(=[O:17])=[O:18].[CH3:32][N:33]([CH3:34])[CH:35]=[O:36].[F:1][c:2]1[c:3]([C:4]#[N:5])[c:6]([F:11])[cH:7][c:8]([OH:10])[cH:9]1.[H-:12].[Na+:13]>>[F:1][c:2]1[c:3]([C:4]#[N:5])[c:6]([F:11])[cH:7][c:8]([O:10][CH2:19][CH2:20][O:21][c:22]2[cH:23][c:24]3[cH:25][cH:26][cH:27][cH:28][c:29]3[cH:30][cH:31]2)[cH:9]1. Reactants: CCN(C(C)C)C(C)C, CCc1[nH]c(C(=O)NC2CCNCC2OC(C)C)nc1Cl, CCOC(=O)c1sc(Cl)nc1C(=O)NCCOC, Cl. Yields the product CCOC(=O)c1sc(N2CCC(NC(=O)c3nc(Cl)c(CC)[nH]3)C(OC(C)C)C2)nc1C(=O)NCCOC. RXN SMILES: [CH:23]([N:24]([CH:25]([CH3:26])[CH3:27])[CH2:28][CH3:29])([CH3:30])[CH3:31].[Cl:2][c:3]1[n:4][c:5]([C:10](=[O:11])[NH:12][CH:13]2[CH:14]([O:19][CH:20]([CH3:21])[CH3:22])[CH2:15][NH:16][CH2:17][CH2:18]2)[nH:6][c:7]1[CH2:8][CH3:9].[Cl:32][c:33]1[s:34][c:35]([C:45](=[O:46])[O:47][CH2:48][CH3:49])[c:36]([C:38]([NH:39][CH2:40][CH2:41][O:42][CH3:43])=[O:44])[n:37]1.[ClH:1]>>[Cl:2][c:3]1[n:4][c:5]([C:10](=[O:11])[NH:12][CH:13]2[CH:14]([O:19][CH:20]([CH3:21])[CH3:22])[CH2:15][N:16]([c:33]3[s:34][c:35]([C:45](=[O:46])[O:47][CH2:48][CH3:49])[c:36]([C:38]([NH:39][CH2:40][CH2:41][O:42][CH3:43])=[O:44])[n:37]3)[CH2:17][CH2:18]2)[nH:6][c:7]1[CH2:8][CH3:9]. Reported procedure: A solution of 7-[2-fluoro-4-(2-oxo-2H-pyridin-1-yl)-phenylcarbamoyl]-7,8-dihydro-5H-[1,6]naphthyridine-6-carboxylic acid tert-butyl ester (310 mg) in 8 ml dichloromethane and 1.53 ml TFA was stirred for 4 hrs at rt. The reaction mixture was poured onto 1M NaOH/ice and extracted twice with dichloromethane. The organic layers were dried over magnesium sulfate, evaporated and purified by chromatography (silica gel, AcOEt/methanol 9:1) to deliver the title compound as a light yellow solid (151 mg). ... RXN SMILES: C(O[C:6]([N:8]1[CH:17]([C:18](=[O:34])[NH:19][C:20]2[CH:25]=[CH:24][C:23]([N:26]3[CH:31]=[CH:30][CH:29]=[CH:28][C:27]3=[O:32])=[CH:22][C:21]=2[F:33])[CH2:16]C2N=CC=CC=2C1)=O)(C)(C)C>ClCCl.C(O)(C(F)(F)F)=O>[F:33][C:21]1[CH:22]=[C:23]([N:26]2[CH:31]=[CH:30][CH:29]=[CH:28][C:27]2=[O:32])[CH:24]=[CH:25][C:20]=1[NH:19][C:18]([CH:17]1[NH:8][CH2:6][C:31]2[N:26]=[CH:27][CH:28]=[CH:29][C:30]=2[CH2:16]1)=[O:34]. Product: FC1=C(C=CC(=C1)N1C(C=CC=C1)=O)NC(=O)C1CC=2C=CC=NC2CN1 (5,6,7,8-Tetrahydro-[1,7]naphthyridine-6-carboxylic acid[2-fluoro-4-(2-oxo-2H-pyridin-1-yl)-phenyl]-amide). Reactants: C(C)(C)(C)OC(=O)N1CC=2C=CC=NC2CC1C(NC1=C(C=C(C=C1)N1C(C=CC=C1)=O)F)=O (7-[2-fluoro-4-(2-oxo-2H-pyridin-1-yl)-phenylcarbamoyl]-7,8-dihydro-5H-[1,6]naphthyridine-6-carboxylic acid tert-butyl ester), NaOH ice. The solvent is ClCCl (dichloromethane), C(=O)(C(F)(F)F)O (TFA). Starting materials: FC1=CC2=C(N(C(=N2)COC2=CC=CC=C2)CC2=CC=C(C=C2)OC(F)(F)F)C=C1N1CCNCC1 (5-fluoro-2-phenoxymethyl-6-piperazin-1-yl-1-(4-trifluoromethoxy-benzyl)-1H-benzoimidazole), TEA, C(C)(=O)Cl (acetylchloride). Run in ClCCl (dichloromethane), ClCCl (dichloromethane). Reaction conditions: time 5 hour. The product is FC=1C(=CC2=C(N=C(N2CC2=CC=C(C=C2)OC(F)(F)F)COC2=CC=CC=C2)C1)N1CCN(CC1)C(C)=O (1-{4-[6-Fluoro-2-phenoxymethyl-3-(4-trifluoromethoxy-benzyl)-3H-benzoimidazol-5-yl]-piperazin-1-yl}-ethanone). RXN SMILES: [F:1][C:2]1[C:30]([N:31]2[CH2:36][CH2:35][NH:34][CH2:33][CH2:32]2)=[CH:29][C:5]2[N:6]([CH2:17][C:18]3[CH:23]=[CH:22][C:21]([O:24][C:25]([F:28])([F:27])[F:26])=[CH:20][CH:19]=3)[C:7]([CH2:9][O:10][C:11]3[CH:16]=[CH:15][CH:14]=[CH:13][CH:12]=3)=[N:8][C:4]=2[CH:3]=1.[C:37](Cl)(=[O:39])[CH3:38]>ClCCl>[F:1][C:2]1[C:30]([N:31]2[CH2:36][CH2:35][N:34]([C:37](=[O:39])[CH3:38])[CH2:33][CH2:32]2)=[CH:29][C:5]2[N:6]([CH2:17][C:18]3[CH:19]=[CH:20][C:21]([O:24][C:25]([F:26])([F:27])[F:28])=[CH:22][CH:23]=3)[C:7]([CH2:9][O:10][C:11]3[CH:12]=[CH:13][CH:14]=[CH:15][CH:16]=3)=[N:8][C:4]=2[CH:3]=1. Procedure details: 80 mg of 5-fluoro-2-phenoxymethyl-6-piperazin-1-yl-1-(4-trifluoromethoxy-benzyl)-1H-benzoimidazole (0.16 mmol) and 0.033 ml TEA (0.24 mmol) were dissolved in 1.5 ml dichloromethane and treated with 0.0145 ml acetylchloride (0.2 mmol). After 5 h stirring at rt, the reaction mixture was diluted with dichloromethane, washed with water, saturated sodium bicarbonate and brine, dried with magnesium sulfate, filtered and concentrated in vacuo, leading to 85 mg yellow solid (98%). MS (ISP) 543.3 (M+H)+.